describe an organic reaction: reactants, conditions, products, and yield From a dataset of the Open Reaction Database (ORD), a public repository of structured organic reaction records. The reactants are O=C(NCc1cc(C(F)(F)F)cc(C(F)(F)F)c1)c1ccccc1Cc1ccccc1, C[Si](C)(C)[N-][Si](C)(C)C, CI, CCOC(C)=O, CN(C)C=O, [K+]. Product: CN(Cc1cc(C(F)(F)F)cc(C(F)(F)F)c1)C(=O)c1ccccc1Cc1ccccc1. RXN SMILES: [CH2:1]([c:2]1[cH:3][cH:4][cH:5][cH:6][cH:7]1)[c:8]1[c:9]([C:10](=[O:11])[NH:12][CH2:13][c:14]2[cH:15][c:16]([C:24]([F:25])([F:26])[F:27])[cH:17][c:18]([C:20]([F:21])([F:22])[F:23])[cH:19]2)[cH:28][cH:29][cH:30][cH:31]1.[CH3:32][Si:33]([CH3:34])([CH3:35])[N-:36][Si:37]([CH3:38])([CH3:39])[CH3:40].[CH3:42][I:43].[CH3:44][CH2:45][O:46][C:47](=[O:48])[CH3:49].[CH3:50][N:51]([CH3:52])[CH:53]=[O:54].[K+:41]>>[CH2:1]([c:2]1[cH:3][cH:4][cH:5][cH:6][cH:7]1)[c:8]1[c:9]([C:10](=[O:11])[N:12]([CH2:13][c:14]2[cH:15][c:16]([C:24]([F:25])([F:26])[F:27])[cH:17][c:18]([C:20]([F:21])([F:22])[F:23])[cH:19]2)[CH3:32])[cH:28][cH:29][cH:30][cH:31]1. The reactants are solution, Cl (hydrogen chloride), COCOC1=C(C=CC=C1)CCC1=C(OCCC2N(CCC2)C)C=CC=C1 (2-(2-{2-[2-(2-methoxymethoxyphenyl)ethyl]phenoxy}ethyl)-1-methylpyrrolidine). Run in O1CCOCC1 (dioxane), O1CCOCC1 (dioxane). Reaction conditions: time 30 minute. Yields the product Cl.OC1=C(C=CC=C1)CCC1=C(OCCC2N(CCC2)C)C=CC=C1 (2-(2-{2-[2-(2-Hydroxyphenyl)ethyl]phenoxy}ethyl)-1-methylpyrrolidine hydrochloride). Yield: 86.0%. RXN SMILES: COC[O:4][C:5]1[CH:10]=[CH:9][CH:8]=[CH:7][C:6]=1[CH2:11][CH2:12][C:13]1[CH:27]=[CH:26][CH:25]=[CH:24][C:14]=1[O:15][CH2:16][CH2:17][CH:18]1[CH2:22][CH2:21][CH2:20][N:19]1[CH3:23].[ClH:28]>O1CCOCC1>[ClH:28].[OH:4][C:5]1[CH:10]=[CH:9][CH:8]=[CH:7][C:6]=1[CH2:11][CH2:12][C:13]1[CH:27]=[CH:26][CH:25]=[CH:24][C:14]=1[O:15][CH2:16][CH2:17][CH:18]1[CH2:22][CH2:21][CH2:20][N:19]1[CH3:23] |f:3.4|. Reported procedure: 0.660 g of 2-(2-{2-[2-(2-methoxymethoxyphenyl)ethyl]phenoxy}ethyl)-1-methylpyrrolidine [prepared as described in step (a) above] was dissolved in 5 ml of dioxane, and 5 ml of a 4N solution of hydrogen chloride in dioxane was added to the solution. The mixture was then allowed to stand at room temperature for 30 minutes, after which it was concentrated by distillation under reduced pressure. The resulting colorless solid was dissolved in a small amount of a mixture of methylene chloride and metha... The reactants are CN1CCN(CC1)C=1C=CC2=C(NC(=N2)C2=CC=CC=3C(C4=CC=CC=C4C23)=NO)C1 (4-[6-(4-methylpiperazin-1-yl)-1H-benzimidazol-2-yl]-9H-fluoren-9-one oxime). Reagents/catalysts: [Ni] (Raney nickel). Solvent: C(C)O (ethanol), O1CCCC1 (tetrahydrofuran). The product is CN1CCN(CC1)C=1C=CC2=C(NC(=N2)C2=CC=CC=3C(C4=CC=CC=C4C23)N)C1 (4-[6-(4-methylpiperazin-1-yl)-1H-benzimidazol-2-yl]-9H-fluoren-9(R,S)-ylamine). Yield: 89.7%. As a reaction SMILES: [CH3:1][N:2]1[CH2:7][CH2:6][N:5]([C:8]2[CH:9]=[CH:10][C:11]3[N:15]=[C:14]([C:16]4[C:28]5[C:27]6[C:22](=[CH:23][CH:24]=[CH:25][CH:26]=6)[C:21](=[N:29]O)[C:20]=5[CH:19]=[CH:18][CH:17]=4)[NH:13][C:12]=3[CH:31]=2)[CH2:4][CH2:3]1>[Ni].C(O)C.O1CCCC1>[CH3:1][N:2]1[CH2:7][CH2:6][N:5]([C:8]2[CH:9]=[CH:10][C:11]3[N:15]=[C:14]([C:16]4[C:28]5[C:27]6[C:22](=[CH:23][CH:24]=[CH:25][CH:26]=6)[CH:21]([NH2:29])[C:20]=5[CH:19]=[CH:18][CH:17]=4)[NH:13][C:12]=3[CH:31]=2)[CH2:4][CH2:3]1. Reported procedure: The procedure used in Example 6 is followed, but starting from 1.5 g of 4-[6-(4-methylpiperazin-1-yl)-1H-benzimidazol-2-yl]-9H-fluoren-9-one oxime (Z,E), obtained in the previous stage, and 229 mg of Raney nickel in 35 ml of ethanol and 35 ml of tetrahydrofuran for 48 hours at 60° C. under an initial hydrogen pressure of one bar. After filtration of the catalyst, concentration to dryness under reduced pressure and purification by formation of a paste in diisopropyl ether, in this way we obtained... As a reaction SMILES: C1C2C(=CC=CC=2)C=CC=1.C=CC=C.[CH2:15]1[C:28]2[C:27](=[O:29])[C:26]3[C:21](=[CH:22][CH:23]=[CH:24][CH:25]=3)[C:20](=[O:30])[C:19]=2[CH2:18][CH2:17][CH2:16]1>>[CH:22]1[C:21]2[C:20](=[O:30])[C:19]3[C:28](=[CH:15][CH:16]=[CH:17][CH:18]=3)[C:27](=[O:29])[C:26]=2[CH:25]=[CH:24][CH:23]=1. Procedure: Provided that volatile or gaseous compounds are used as the compounds with an alkaline reaction, these compounds can be added at one or more points between the reactor in which naphthalene is oxidised and the reactor in which the reaction with butadiene takes place, or into one or more of the gas streams which are recycled to the naphthalene oxidation. For example, volatile or gaseous compounds with an alkaline reaction can be added at the following points: between the reactor in which naphthale... Reactants: C1=CC=CC2=CC=CC=C12 (naphthalene), C=CC=C (butadiene), C1=CC=CC2=CC=CC=C12 (naphthalene), C1=CC=CC2=CC=CC=C12 (naphthalene), C1CCCC=2C(C3=CC=CC=C3C(C12)=O)=O (tetrahydroanthraquinone), C1=CC=CC2=CC=CC=C12 (naphthalene), C=CC=C (butadiene), C1=CC=CC2=CC=CC=C12 (naphthalene), C=CC=C (butadiene). Product: C1=CC=CC=2C(C3=CC=CC=C3C(C12)=O)=O (anthraquinone).